From a dataset of the Open Reaction Database (ORD), a public repository of structured organic reaction records. describe an organic reaction: reactants, conditions, products, and yield Reagents/catalysts: [Fe] (iron). Procedure details: 50.0 g (0.158 mol) of methyl 2-(N-tert-butylsulfamoyl)-4-nitrobenzoate (prepared in accordance with DE-OS 4 236 902) are added to a mixture of 180 ml of acetic acid and 75 ml of water and the mixture is heated to 80° C. 26.5 g (0.474 mol) of iron powder are added in portions such that the temperature does not rise above 85° C. The mixture is then stirred at 80° C. for 4 hours, 85 ml of 2N HCl are added at this temperature and the mixture is allowed to cool to 25° C. The solid is filtered off and... The product is NC1=CC(=C(C(=O)OC)C=C1)S(NC(C)(C)C)(=O)=O (methyl 4-amino-2-(N-tert-butylsulfamoyl)benzoate). Starting materials: C(C)(C)(C)NS(=O)(=O)C1=C(C(=O)OC)C=CC(=C1)[N+](=O)[O-] (methyl 2-(N-tert-butylsulfamoyl)-4-nitrobenzoate), C(C)(=O)O (acetic acid), Cl (HCl). The solvent is O (water). As a reaction SMILES: [C:1]([NH:5][S:6]([C:9]1[CH:18]=[C:17]([N+:19]([O-])=O)[CH:16]=[CH:15][C:10]=1[C:11]([O:13][CH3:14])=[O:12])(=[O:8])=[O:7])([CH3:4])([CH3:3])[CH3:2].C(O)(=O)C.Cl>[Fe].O>[NH2:19][C:17]1[CH:16]=[CH:15][C:10]([C:11]([O:13][CH3:14])=[O:12])=[C:9]([S:6](=[O:8])(=[O:7])[NH:5][C:1]([CH3:2])([CH3:4])[CH3:3])[CH:18]=1. The yield is 83.3%. Run at temperature 80 celsius, time 4 hour. Starting materials: CN(C)C=O, OCc1ccc(-c2ccc(C(F)(F)F)cc2)cn1, O=S(Cl)Cl. Product: FC(F)(F)c1ccc(-c2ccc(CCl)nc2)cc1. As a reaction SMILES: [CH3:23][N:24]([CH3:25])[CH:26]=[O:27].[F:5][C:6]([c:7]1[cH:8][cH:9][c:10](-[c:13]2[cH:14][cH:15][c:16]([CH2:19][OH:20])[n:17][cH:18]2)[cH:11][cH:12]1)([F:21])[F:22].[S:1]([Cl:2])([Cl:3])=[O:4]>>[Cl:3][CH2:19][c:16]1[cH:15][cH:14][c:13](-[c:10]2[cH:9][cH:8][c:7]([C:6]([F:5])([F:21])[F:22])[cH:12][cH:11]2)[cH:18][n:17]1. Starting materials: CN1C(N(C(C=2C1=CNC2C=2C=C(C#N)C=CC2)=O)C)=O (3-(1,3-dimethyl-2,4-dioxo-2,3,4,6-tetrahydro-1H-pyrrolo[3,4-d]pyrimidin-5-yl)benzonitrile), IC=1SC=C(N1)C (2-iodo-4-methylthiazole), IC=1SC=C(N1)C (2-iodo-4-methylthiazole). Yields the product CN1C(N(C(C=2C1=CNC2C=2SC=C(N2)C)=O)C)=O (1,3-Dimethyl-5-(4-methylthiazol-2-yl)-1H-pyrrolo[3,4-d]pyrimidine-2,4(3H,6H)-dione). Reaction SMILES: [CH3:1][N:2]1[C:7]2=[CH:8][NH:9][C:10]([C:11]3C=C(C=CC=3)C#N)=[C:6]2[C:5](=[O:19])[N:4]([CH3:20])[C:3]1=[O:21].IC1[S:24][CH:25]=[C:26]([CH3:28])[N:27]=1>>[CH3:1][N:2]1[C:7]2=[CH:8][NH:9][C:10]([C:11]3[S:24][CH:25]=[C:26]([CH3:28])[N:27]=3)=[C:6]2[C:5](=[O:19])[N:4]([CH3:20])[C:3]1=[O:21]. Reported procedure: The title compound was prepared by an analogous method to 3-(1,3-dimethyl-2,4-dioxo-2,3,4,6-tetrahydro-1H-pyrrolo[3,4-d]pyrimidin-5-yl)benzonitrile (Intermediate Ga) by replacing 3-bromobenzonitrile (step 3) with 2-iodo-4-methylthiazole (Intermediate F). Reactants: O=C(O)C=Cc1ccccc1C(F)(F)F, CC(F)(F)CCCCn1ccc(N)n1. Yields the product CC(F)(F)CCCCn1ccc(NC(=O)C=Cc2ccccc2C(F)(F)F)n1. RXN SMILES: [F:15][C:16]([c:17]1[c:18]([CH:23]=[CH:24][C:25](=[O:26])[OH:27])[cH:19][cH:20][cH:21][cH:22]1)([F:28])[F:29].[F:1][C:2]([CH2:3][CH2:4][CH2:5][CH2:6][n:7]1[n:8][c:9]([NH2:12])[cH:10][cH:11]1)([CH3:13])[F:14]>>[F:1][C:2]([CH2:3][CH2:4][CH2:5][CH2:6][n:7]1[n:8][c:9]([NH:12][C:25]([CH:24]=[CH:23][c:18]2[c:17]([C:16]([F:15])([F:28])[F:29])[cH:22][cH:21][cH:20][cH:19]2)=[O:26])[cH:10][cH:11]1)([CH3:13])[F:14]. Reaction SMILES: [Br:29][CH2:30][CH:31]=[CH2:32].[CH3:19][Si:20]([CH3:21])([CH3:22])[N-:23][Si:24]([CH3:25])([CH3:26])[CH3:27].[Cl-:33].[K+:28].[N:1]1([C:12](=[O:13])[O:14][C:15]([CH3:16])([CH3:17])[CH3:18])[CH2:2][CH2:3][CH:4]([C:7](=[O:8])[O:9][CH2:10][CH3:11])[CH2:5][CH2:6]1.[NH4+:34].[O:35]1[CH2:36][CH2:37][CH2:38][CH2:39]1.[OH2:40]>>[N:1]1([C:12](=[O:13])[O:14][C:15]([CH3:16])([CH3:17])[CH3:18])[CH2:2][CH2:3][C:4]([C:7](=[O:8])[O:9][CH2:10][CH3:11])([CH2:32][CH:31]=[CH2:30])[CH2:5][CH2:6]1. The reactants are C=CCBr, C[Si](C)(C)[N-][Si](C)(C)C, [Cl-], [K+], CCOC(=O)C1CCN(C(=O)OC(C)(C)C)CC1, [NH4+], C1CCOC1, O. Yields the product C=CCC1(C(=O)OCC)CCN(C(=O)OC(C)(C)C)CC1. Starting materials: C(C)OC(=O)C1(CC2=CC=CC=C2C1)NC(C1=C(C=CC=C1)SC(C)C)=O (2-(2-Isopropylsulfanyl-benzoylamino)-indan-2-carboxylic acid ethyl ester), O (water), O1CCOCC1 (1,4-dioxane), CO (MeOH), LiOH monohydrate. The solvent is CC(C)O.C(Cl)Cl (iPrOH DCM). Run at time 20 day. The product is C(C)(C)SC1=C(C(=O)NC2(CC3=CC=CC=C3C2)C(=O)O)C=CC=C1 (2-(2-Isopropylsulfanyl-benzoylamino)-indan-2-carboxylic acid). Isolated yield 87.3%. RXN SMILES: C([O:3][C:4]([C:6]1([NH:15][C:16](=[O:27])[C:17]2[CH:22]=[CH:21][CH:20]=[CH:19][C:18]=2[S:23][CH:24]([CH3:26])[CH3:25])[CH2:14][C:13]2[C:8](=[CH:9][CH:10]=[CH:11][CH:12]=2)[CH2:7]1)=[O:5])C.O1CCOCC1.CO.O>CC(O)C.C(Cl)Cl>[CH:24]([S:23][C:18]1[CH:19]=[CH:20][CH:21]=[CH:22][C:17]=1[C:16]([NH:15][C:6]1([C:4]([OH:5])=[O:3])[CH2:14][C:13]2[C:8](=[CH:9][CH:10]=[CH:11][CH:12]=2)[CH2:7]1)=[O:27])([CH3:26])[CH3:25] |f:4.5|. Reported procedure: A 100 mL flask containing 2-(2-isopropylsulfanyl-benzoylamino)-indan-2-carboxylic acid ethyl ester (326, 0.52 g, 1.45 mmol) is charged with 1,4-dioxane (8 mL) and MeOH (8 mL). A stirring bar is added and stirring is initiated. After dissolution, water (4 mL) is added followed by the LiOH monohydrate (145 mg, 3.46 mmol). After 20 days, tlc analysis (silica, 10% iPrOH/DCM) indicates that the starting material is completely consumed. The pH of the reaction mixture is carefully adjusted to pH 2 by s... Starting materials: C(CCC)C1=NCCC2=CC=C(C=C12)Br (1-n-butyl-7-bromo-3,4-dihydroisoquinoline), [BH4-].[Na+] (NaBH4). The solvent is CCO (EtOH). Run at time 2 hour. Yields the product C(CCC)C1NCCC2=CC=C(C=C12)Br (1(R,S)-n-butyl-7-bromo-1,2,3,4-tetrahydroisoquinoline). Reaction SMILES: [CH2:1]([C:5]1[C:14]2[C:9](=[CH:10][CH:11]=[C:12]([Br:15])[CH:13]=2)[CH2:8][CH2:7][N:6]=1)[CH2:2][CH2:3][CH3:4].[BH4-].[Na+]>CCO>[CH2:1]([CH:5]1[C:14]2[C:9](=[CH:10][CH:11]=[C:12]([Br:15])[CH:13]=2)[CH2:8][CH2:7][NH:6]1)[CH2:2][CH2:3][CH3:4] |f:1.2|. Procedure: The imine from Step 2 was dissolved in absolute EtOH (25 mL) and NaBH4 (0.303 g, 8.0 mmol) was added. After 2 h, the solvent was removed and the residue treated with 1N HCL. Conc. NH40H was added to the solution which was then extracted with CH2Cl2 (3×), washed with brine, dried and concentrated to give the title compound as a viscous oil which was used as such. The reactants are O=C1NC(=O)C2(CC(c3ccc(F)cc3)Oc3ccc(Br)cc32)N1, C1COCCO1, COc1ccc(P2(=S)SP(=S)(c3ccc(OC)cc3)S2)cc1. Product: O=C1NC(=S)NC12CC(c1ccc(F)cc1)Oc1ccc(Br)cc12. Reaction SMILES: [Br:1][c:2]1[cH:3][c:4]2[c:9]([cH:10][cH:11]1)[O:8][CH:7]([c:12]1[cH:13][cH:14][c:15]([F:18])[cH:16][cH:17]1)[CH2:6][C:5]21[NH:19][C:20](=[O:24])[NH:21][C:22]1=[O:23].[CH2:47]1[O:48][CH2:49][CH2:50][O:51][CH2:52]1.[CH3:25][O:26][c:27]1[cH:28][cH:29][c:30]([P:31]2(=[S:34])[S:32][P:33]([c:35]3[cH:36][cH:37][c:38]([O:39][CH3:40])[cH:41][cH:42]3)(=[S:43])[S:44]2)[cH:45][cH:46]1>>[Br:1][c:2]1[cH:3][c:4]2[c:9]([cH:10][cH:11]1)[O:8][CH:7]([c:12]1[cH:13][cH:14][c:15]([F:18])[cH:16][cH:17]1)[CH2:6][C:5]21[NH:19][C:20](=[S:34])[NH:21][C:22]1=[O:23]. Starting materials: ON=C(C(=O)OCC)C(=O)C1=CC=C(C=C1)OC (Ethyl 2-hydroxyimino-3-(4-methoxyphenyl)-3-oxopropionate), [N+](=O)([O-])C1=CC=C(CN)C=C1 (4-nitrobenzylamine). The product is COC1=CC=C(C=C1)C1=C(N=C(N1)C1=CC=C(C=C1)[N+](=O)[O-])C(=O)OCC (ethyl 5-(4-methoxyphenyl)-2-(4-nitrophenyl)imidazole-4-carboxylate). Isolated yield 35.8%. Reaction SMILES: O[N:2]=[C:3]([C:9]([C:11]1[CH:16]=[CH:15][C:14]([O:17][CH3:18])=[CH:13][CH:12]=1)=O)[C:4]([O:6][CH2:7][CH3:8])=[O:5].[N+:19]([C:22]1[CH:29]=[CH:28][C:25]([CH2:26][NH2:27])=[CH:24][CH:23]=1)([O-:21])=[O:20]>>[CH3:18][O:17][C:14]1[CH:15]=[CH:16][C:11]([C:9]2[NH:27][C:26]([C:25]3[CH:24]=[CH:23][C:22]([N+:19]([O-:21])=[O:20])=[CH:29][CH:28]=3)=[N:2][C:3]=2[C:4]([O:6][CH2:7][CH3:8])=[O:5])=[CH:12][CH:13]=1. Procedure details: Ethyl 2-hydroxyimino-3-(4-methoxyphenyl)-3-oxopropionate (105.2 g) and 4-nitrobenzylamine (76.4 g) were reacted and treated in the same manner as in Starting Material Synthetic Example 1 to give ethyl 5-(4-methoxyphenyl)-2-(4-nitrophenyl)imidazole-4-carboxylate (55.1 g), which was dissolved in ethyl alcohol. 1 M Sodium hydroxide solution was added and the mixture was reacted and treated in the same manner as in Starting Material Synthetic Example 2 to give 5-(4-methoxyphenyl)-2-(4-nitrophenyl)im...